This data is from the Open Reaction Database (ORD), a public repository of structured organic reaction records. The task is: describe an organic reaction: reactants, conditions, products, and yield Starting materials: CO, C[O-], COC(=O)OC, [Na+], OCC(F)(F)F. The product is COC(=O)OCC(F)(F)F. As a reaction SMILES: [CH3:13][OH:14].[CH3:15][O-:16].[CH3:7][O:8][C:9](=[O:10])[O:11][CH3:12].[Na+:17].[OH:1][CH2:2][C:3]([F:4])([F:5])[F:6]>>[O:1]([CH2:2][C:3]([F:4])([F:5])[F:6])[C:9]([O:8][CH3:7])=[O:10].